From a dataset of the Open Reaction Database (ORD), a public repository of structured organic reaction records. describe an organic reaction: reactants, conditions, products, and yield Starting materials: C(C)(C)(C)OC(=O)NC1=C(C=CC=C1)NC(C1=CC=C(C=C1)Br)=O (N-(2-t-Butoxycarbonylaminophenyl)-4-bromobenzamide), N1=CC=C(C=C1)B(O)O (pyridine-4-boronic acid), C(O)([O-])=O.[Na+] (sodium hydrogen carbonate). The reagents and catalysts are [Pd].C1(=CC=CC=C1)P(C1=CC=CC=C1)C1=CC=CC=C1.C1(=CC=CC=C1)P(C1=CC=CC=C1)C1=CC=CC=C1.C1(=CC=CC=C1)P(C1=CC=CC=C1)C1=CC=CC=C1.C1(=CC=CC=C1)P(C1=CC=CC=C1)C1=CC=CC=C1 (tetrakis(triphenylphosphine) palladium). The solvent is C1CCOC1 (THF). Product: C(C)(C)(C)OC(=O)NC1=C(C=CC=C1)NC(C1=CC=C(C=C1)C1=CC=NC=C1)=O (N-(2-t-Butoxycarbonylaminophenyl)-4-pyridin-4-ylbenzamide). The yield is 80.1%. Reaction SMILES: [C:1]([O:5][C:6]([NH:8][C:9]1[CH:14]=[CH:13][CH:12]=[CH:11][C:10]=1[NH:15][C:16](=[O:24])[C:17]1[CH:22]=[CH:21][C:20](Br)=[CH:19][CH:18]=1)=[O:7])([CH3:4])([CH3:3])[CH3:2].[N:25]1[CH:30]=[CH:29][C:28](B(O)O)=[CH:27][CH:26]=1.C(=O)([O-])O.[Na+]>[Pd].C1(P(C2C=CC=CC=2)C2C=CC=CC=2)C=CC=CC=1.C1(P(C2C=CC=CC=2)C2C=CC=CC=2)C=CC=CC=1.C1(P(C2C=CC=CC=2)C2C=CC=CC=2)C=CC=CC=1.C1(P(C2C=CC=CC=2)C2C=CC=CC=2)C=CC=CC=1.C1COCC1>[C:1]([O:5][C:6]([NH:8][C:9]1[CH:14]=[CH:13][CH:12]=[CH:11][C:10]=1[NH:15][C:16](=[O:24])[C:17]1[CH:22]=[CH:21][C:20]([C:28]2[CH:29]=[CH:30][N:25]=[CH:26][CH:27]=2)=[CH:19][CH:18]=1)=[O:7])([CH3:4])([CH3:3])[CH3:2] |f:2.3,4.5.6.7.8|. Procedure: N-(2-t-Butoxycarbonylaminophenyl)-4-bromobenzamide (Method 14; 136 mg, 0.33 mmol), pyridine-4-boronic acid (48 mg, 0.39 mmol), tetrakis(triphenylphosphine) palladium (5 mg, 0.005 mmol), THF (2 ml) and a saturated aqueous solution of sodium hydrogen carbonate (2 ml) were stirred at 55° C. under an atmosphere of argon for 96 hours. The cooled mixture was partitioned between ethyl acetate and water. The organics were washed with brine, dried over magnesium sulfate, filtered and evaporated, to give ...